From a dataset of the Open Reaction Database (ORD), a public repository of structured organic reaction records. describe an organic reaction: reactants, conditions, products, and yield The reactants are [Br-].C(=O)(O)CCCC[P+](C1=CC=CC=C1)(C1=CC=CC=C1)C1=CC=CC=C1 ((4-carboxybutyl)triphenylphosphonium bromide), C[Si](C)(C)[N-][Si](C)(C)C.[Li+] (lithium bis(trimethylsilyl)amide), C(C)(C)(C)OC(=O)N1[C@@H](C[C@H](C1)NS(=O)(=O)C1=CC=C(C=C1)Cl)C=O ((2S,4R)-1-t-butoxycarbonyl-4-(4-chlorophenylsulfonylamino)-2-formylpyrrolidine), O (Water). Run in O1CCCC1 (tetrahydrofuran), O1CCCC1 (tetrahydrofuran), O1CCCC1 (tetrahydrofuran), CN(P(=O)(N(C)C)N(C)C)C (hexamethylphosphoramide), C(C)(=O)OCC (ethyl acetate). Conditions: time 1 hour. The product is C(C)(C)(C)OC(=O)N1[C@@H](C[C@H](C1)NS(=O)(=O)C1=CC=C(C=C1)Cl)\C=C/CCCC(=O)O ((2S,4R)-1-t-butoxycarbonyl-2-[(Z)-5-carboxy-1-pentenyl]-4-(4-chlorophenylsulfonylamino)pyrrolidine). The yield is 63.0%. RXN SMILES: [Br-].[C:2]([CH2:5][CH2:6][CH2:7][CH2:8][P+](C1C=CC=CC=1)(C1C=CC=CC=1)C1C=CC=CC=1)([OH:4])=[O:3].C[Si]([N-][Si](C)(C)C)(C)C.[Li+].[C:38]([O:42][C:43]([N:45]1[CH2:49][C@H:48]([NH:50][S:51]([C:54]2[CH:59]=[CH:58][C:57]([Cl:60])=[CH:56][CH:55]=2)(=[O:53])=[O:52])[CH2:47][C@H:46]1[CH:61]=O)=[O:44])([CH3:41])([CH3:40])[CH3:39].O>O1CCCC1.CN(C)P(N(C)C)(N(C)C)=O.C(OCC)(=O)C>[C:38]([O:42][C:43]([N:45]1[CH2:49][C@H:48]([NH:50][S:51]([C:54]2[CH:59]=[CH:58][C:57]([Cl:60])=[CH:56][CH:55]=2)(=[O:53])=[O:52])[CH2:47][C@H:46]1/[CH:61]=[CH:8]\[CH2:7][CH2:6][CH2:5][C:2]([OH:4])=[O:3])=[O:44])([CH3:41])([CH3:39])[CH3:40] |f:0.1,2.3|. Reported procedure: To a suspension of (4-carboxybutyl)triphenylphosphonium bromide (13.3 g) in a mixture of tetrahydrofuran (80 ml) and hexamethylphosphoramide (20 ml) was added a solution (60 ml, 1M solution) of lithium bis(trimethylsilyl)amide in tetrahydrofuran at 0° C. and the solution was stirred at room temperature for 1 hour. After the solution was cooled to -25° C., a solution of (2S,4R)-1-t-butoxycarbonyl-4-(4-chlorophenylsulfonylamino)-2-formylpyrrolidine (3.89 g) in tetrahydrofuran (20 ml) was added dro... Reactants: O=C1SC(=C(N1CC1=CC=CC=C1)C(F)(F)F)C(=O)OCC (Ethyl [2,3-dihydro-2-oxo-3-benzyl-4-trifluoromethylthiazol-5-yl]-carboxylate), B(F)(F)F.CCOCC (boron trifluoride etherate), [Na] (sodium), C(=O)([O-])C(O)C(O)C(=O)[O-].[K+].[K+] (potassium tartrate), solution, [H-].C(C(C)C)[Al+]CC(C)C (diisobutyl aluminium hydride). Solvent: C1(=CC=CC=C1)C (toluene), C1(=CC=CC=C1)C (toluene). Run at time 1 hour. Product: C(C1=CC=CC=C1)N1C(SC(=C1C(F)(F)F)CO)=O (3-benzyl-4-trifluoromethyl-5-hydroxymethyl-2-(3H)-thiazolone). Isolated yield 79.0%. RXN SMILES: [O:1]=[C:2]1[N:6]([CH2:7][C:8]2[CH:13]=[CH:12][CH:11]=[CH:10][CH:9]=2)[C:5]([C:14]([F:17])([F:16])[F:15])=[C:4]([C:18](OCC)=[O:19])[S:3]1.B(F)(F)F.CCOCC.[H-].C([Al+]CC(C)C)C(C)C.[Na].C(C(C(C([O-])=O)O)O)([O-])=O.[K+].[K+]>C1(C)C=CC=CC=1>[CH2:7]([N:6]1[C:5]([C:14]([F:17])([F:16])[F:15])=[C:4]([CH2:18][OH:19])[S:3][C:2]1=[O:1])[C:8]1[CH:9]=[CH:10][CH:11]=[CH:12][CH:13]=1 |f:1.2,3.4,6.7.8,^1:41|. Procedure: 3.13 g of the product of Step A, 30 ml of toluene and 1.3 ml of boron trifluoride etherate were stirred for 30 minutes at -65° to -70° C. and 48 ml of 1.2M solution of diisobutyl aluminium hydride in toluene were added over 2 hours. The mixture was poured into an iced molar solution of sodium and potassium tartrate and after stirring for one hour and decanting, extraction was carried out with ethyl acetate. The extracts were washed, dried and brought to dryness and the residue was chromatographe... The reactants are CC1(C(N(C(C2=CC=CC=C12)=O)CCCC#N)=O)C (4,4-dimethyl-2-(3-cyano-propyl)-1,2,3,4-tetrahydro-isoquinoline-1,3-dione), CC1(C(NC(C2=CC=CC=C12)=O)=O)C (4,4-dimethyl-1,2,3,4-tetrahydro-isoquinoline-1,3-dione), 4-chlorobutyric acid nitrile. Procedure: 2.56 gm of 4,4-dimethyl-2-(3-cyano-propyl)-1,2,3,4-tetrahydro-isoquinoline-1,3-dione prepared from 4,4-dimethyl-1,2,3,4-tetrahydro-isoquinoline-1,3-dione and 4-chlorobutyric acid nitrile) were dissolved in 50 ml of methanolic ammonia, and the solution was hydrogenated in the presence of 1 gm of Raney nickel at 50° C and 5 atmospheres pressure for 2 hours. The reaction mixture was then diluted with water, acidified and extracted with chloroform. The aqueous phase was made alkaline, extracted with... RXN SMILES: [CH3:1][C:2]1([CH3:19])[C:11]2[C:6](=[CH:7][CH:8]=[CH:9][CH:10]=2)[C:5](=[O:12])[N:4]([CH2:13][CH2:14][CH2:15][C:16]#[N:17])[C:3]1=[O:18].CC1(C)C2C(=CC=CC=2)C(=O)NC1=O>N.[Ni].O>[CH3:1][C:2]1([CH3:19])[C:11]2[C:6](=[CH:7][CH:8]=[CH:9][CH:10]=2)[C:5](=[O:12])[N:4]([CH2:13][CH2:14][CH2:15][CH2:16][NH2:17])[C:3]1=[O:18]. Yields the product CC1(C(N(C(C2=CC=CC=C12)=O)CCCCN)=O)C (4,4-Dimethyl-2-(4-aminobutyl)-1,2,3,4-tetrahydro-isoquinoline-1,3-dione). Run in N (ammonia), O (water). Run at time 2 hour. Reagents/catalysts: [Ni] (Raney nickel). The reactants are C(C1=CC=CC=C1)N1C(=NC2=C1C=C(C(=C2)F)F)C=2C(=NC=CC2)OCC2=C(C=CC=C2)Cl (1-Benzyl-2-[2-(2-chloro-benzyloxy)-pyridin-3-yl]-5,6-difluoro-1H-benzoimidazole), C1(CC1)CO (cyclopropyl-methanol), powder. Product: C(C1=CC=CC=C1)N1C(=NC2=C1C=C(C(=C2)F)F)C=2C(=NC=CC2)OCC2CC2 (1-Benzyl-2-(2-cyclopropylmethoxy-pyridin-3-yl)-5,6-difluoro-1H-benzoimidazole). Reaction SMILES: [CH2:1]([N:8]1[C:12]2[CH:13]=[C:14]([F:18])[C:15]([F:17])=[CH:16][C:11]=2[N:10]=[C:9]1[C:19]1[C:20]([O:25][CH2:26][C:27]2[CH:32]=[CH:31]C=CC=2Cl)=[N:21][CH:22]=[CH:23][CH:24]=1)[C:2]1[CH:7]=[CH:6][CH:5]=[CH:4][CH:3]=1.C1(CO)CC1>>[CH2:1]([N:8]1[C:12]2[CH:13]=[C:14]([F:18])[C:15]([F:17])=[CH:16][C:11]=2[N:10]=[C:9]1[C:19]1[C:20]([O:25][CH2:26][CH:27]2[CH2:32][CH2:31]2)=[N:21][CH:22]=[CH:23][CH:24]=1)[C:2]1[CH:3]=[CH:4][CH:5]=[CH:6][CH:7]=1. Procedure: The title compound was prepared in analogy to Example 1, from 1-benzyl-2-(2-chloro-pyridin-3-yl)-5,6-difluoro-1H-benzoimidazole (Example 6, intermediate) and cyclopropyl-methanol (CAS Reg. No. 2516-33-8). Colorless powder (23%). MS (Turbo Spray): m/z=392.2 (M+H). The reactants are C(C)N1N=C(C(=C1)C1=C2C(=NC=C1)N(C(=C2)C=2CCN(CC2)C(=O)OC(C)(C)C)S(=O)(=O)C2=CC=CC=C2)C2=CC=C(C=C2)NC(=O)NC2=CC=CC=C2 (1,1-dimethylethyl 4-[4-[1-ethyl-3-(4-{[(phenylamino)carbonyl]amino}phenyl)-1H-pyrazol-4-yl]-1-(phenylsulfonyl)-1H-pyrrolo[2,3-b]pyridin-2-yl]-3,6-dihydro-1(2H)-pyridinecarboxylate), [OH-].[Na+] (sodium hydroxide). Solvent: CO (methanol). Product: C(C)N1N=C(C(=C1)C1=C2C(=NC=C1)NC(=C2)C=2CCN(CC2)C(=O)OC(C)(C)C)C2=CC=C(C=C2)NC(=O)NC2=CC=CC=C2 (1,1-dimethylethyl 4-{4-[1-ethyl-3-(4-{[(phenylamino)carbonyl]amino}phenyl)-1H-pyrazol-4-yl]-1H-pyrrolo[2,3-b]pyridin-2-yl}-3,6-dihydro-1(2H)-pyridinecarboxylate). As a reaction SMILES: [CH2:1]([N:3]1[CH:7]=[C:6]([C:8]2[CH:13]=[CH:12][N:11]=[C:10]3[N:14](S(C4C=CC=CC=4)(=O)=O)[C:15]([C:17]4[CH2:18][CH2:19][N:20]([C:23]([O:25][C:26]([CH3:29])([CH3:28])[CH3:27])=[O:24])[CH2:21][CH:22]=4)=[CH:16][C:9]=23)[C:5]([C:39]2[CH:44]=[CH:43][C:42]([NH:45][C:46]([NH:48][C:49]3[CH:54]=[CH:53][CH:52]=[CH:51][CH:50]=3)=[O:47])=[CH:41][CH:40]=2)=[N:4]1)[CH3:2].[OH-].[Na+]>CO>[CH2:1]([N:3]1[CH:7]=[C:6]([C:8]2[CH:13]=[CH:12][N:11]=[C:10]3[NH:14][C:15]([C:17]4[CH2:18][CH2:19][N:20]([C:23]([O:25][C:26]([CH3:29])([CH3:28])[CH3:27])=[O:24])[CH2:21][CH:22]=4)=[CH:16][C:9]=23)[C:5]([C:39]2[CH:40]=[CH:41][C:42]([NH:45][C:46]([NH:48][C:49]3[CH:50]=[CH:51][CH:52]=[CH:53][CH:54]=3)=[O:47])=[CH:43][CH:44]=2)=[N:4]1)[CH3:2] |f:1.2|. Procedure details: To a solution of 1,1-dimethylethyl 4-[4-[1-ethyl-3-(4-{[(phenylamino)carbonyl]amino}phenyl)-1H-pyrazol-4-yl]-1-(phenylsulfonyl)-1H-pyrrolo[2,3-b]pyridin-2-yl]-3,6-dihydro-1(2H)-pyridinecarboxylate (0.38 mmol) in methanol (3.8 mL) was added 6N sodium hydroxide (1.14 mmol). The reaction mixture was refluxed for 5 h, cooled to room temperature and concentrated under reduced pressure. The solid residue was suspended in water, stirred vigorously and collected by filtration to give the title compound ... Reactants: O1CCCC1.C(C)(C)O (tetrahydrofuran isopropanol), Cl (hydrogen chloride), COC1=C(C(=C(C(=C1OCOC)OC)OC)OCOC)CCCCCC1=C(C(=C(C(=C1OCOC)OC)CCOCOC)OCOC)OC (1-[2,4,5-trimethoxy-3,6-bis(methoxymethoxy)phenyl]-5-[ 2,5-dimethoxy-3,6-bis(methoxymethoxy)-4-(2-methoxymethyloxyethyl)phenyl]pentane). Solvent: O1CCCC1 (tetrahydrofuran), C(C)(C)O (isopropanol). Reaction conditions: time 12 hour. The product is COC=1C(C(=C(C(C1CCCCC)=O)OC)CCO)=O (5-[2,5-dimethoxy-6(2-hydroxyethyl)-1,4-benzoquinon-3-yl]pentane). As a reaction SMILES: COC1C(OCOC)=C(OC)C(OC)=C(OCOC)C=1[CH2:21][CH2:22][CH2:23][CH2:24][CH2:25][C:26]1[C:31]([O:32]COC)=[C:30]([O:36][CH3:37])[C:29]([CH2:38][CH2:39][O:40]COC)=[C:28]([O:44]COC)[C:27]=1[O:48][CH3:49].O1CCCC1.C(O)(C)C.Cl>O1CCCC1.C(O)(C)C>[CH3:49][O:48][C:27]1[C:28](=[O:44])[C:29]([CH2:38][CH2:39][OH:40])=[C:30]([O:36][CH3:37])[C:31](=[O:32])[C:26]=1[CH2:25][CH2:24][CH2:23][CH2:22][CH3:21] |f:1.2|. Reported procedure: 503 Milligrams of 1-[2,4,5-trimethoxy-3,6-bis(methoxymethoxy)phenyl]-5-[ 2,5-dimethoxy-3,6-bis(methoxymethoxy)-4-(2-methoxymethyloxyethyl)phenyl]pentane was dissolved in a mixed solvent of 5 ml of tetrahydrofuran with 5 ml of isopropanol, to this solution was added 1 millilter of tetrahydrofuran-isopropanol (1:1) solution of 20%-hydrogen chloride, and the whole mixture was stirred for 12 hours. After concentrated the reaction mixture, the residue was treated by an azeotropic distillation with be... Reactants: C1(CCCCC1)C=1C=C(C(=O)O)C=C(N1)OC (2-cyclohexyl-6-methoxy-isonicotinic acid), C(C)C=1C=C(C(=N)NO)C=C(C1NS(=O)(=O)C)C (3-ethyl-N-hydroxy-4-methanesulfonylamino-5-methyl-benzamidine). Yields the product C1(CCCCC1)C1=NC(=CC(=C1)C1=NC(=NO1)C1=CC(=C(C(=C1)C)NS(=O)(=O)C)CC)OC (N-{4-[5-(2-Cyclohexyl-6-methoxy-pyridin-4-yl)-[1,2,4]oxadiazol-3-yl]-2-ethyl-6-methyl-phenyl}-methanesulfonamide). Yield: 10.1%. As a reaction SMILES: [CH:1]1([C:7]2[CH:8]=[C:9]([CH:13]=[C:14]([O:16][CH3:17])[N:15]=2)[C:10]([OH:12])=O)[CH2:6][CH2:5][CH2:4][CH2:3][CH2:2]1.[CH2:18]([C:20]1[CH:21]=[C:22]([CH:27]=[C:28]([CH3:35])[C:29]=1[NH:30][S:31]([CH3:34])(=[O:33])=[O:32])[C:23]([NH:25]O)=[NH:24])[CH3:19]>>[CH:1]1([C:7]2[CH:8]=[C:9]([C:10]3[O:12][N:25]=[C:23]([C:22]4[CH:27]=[C:28]([CH3:35])[C:29]([NH:30][S:31]([CH3:34])(=[O:33])=[O:32])=[C:20]([CH2:18][CH3:19])[CH:21]=4)[N:24]=3)[CH:13]=[C:14]([O:16][CH3:17])[N:15]=2)[CH2:2][CH2:3][CH2:4][CH2:5][CH2:6]1. Procedure details: The title compound (7 mg) is prepared in analogy to Example 11 starting from 2-cyclohexyl-6-methoxy-isonicotinic acid (40 mg, 147 μmol) and 3-ethyl-N-hydroxy-4-methanesulfonylamino-5-methyl-benzamidine (42 mg, 155 mmol); LC-MS**: tR=0.94 min, [M+H]+=471.02; 1H NMR (CDCl3): δ1.35 (t, J=7.8 Hz, 3H), 1.40-1.70 (m, 5H), 1.77-1.84 (m, 1H), 1.88-1.96 (m, 2H), 2.00-2.08 (m, 2H), 2.56 (s, 3H), 2.71-2.81 (m, 1H), 2.93 (q, J=7.0 Hz, 2H), 3.18 (s, 3H), 4.03 (s, 3H), 5.87 (s, 1H), 7.32 (s, 1H), 7.49 (s, 1H)... Reactants: ClC1=C(C(=O)OCC)C=CC(=C1)Cl (ethyl 2,4-dichlorobenzoate), C([O-])([O-])=O.[K+].[K+] (potassium carbonate), SCC(=O)O (mercaptoacetic acid). Run in CN(C=O)C (dimethylformamide). Conditions: temperature 80 celsius. Yields the product C(=O)(O)CSC1=CC(=C(C(=O)OCC)C=C1)Cl (ethyl 4-carboxymethylsulfenyl-2-chlorobenzoate). As a reaction SMILES: [Cl:1][C:2]1[CH:12]=[C:11](Cl)[CH:10]=[CH:9][C:3]=1[C:4]([O:6][CH2:7][CH3:8])=[O:5].C(=O)([O-])[O-].[K+].[K+].[SH:20][CH2:21][C:22]([OH:24])=[O:23]>CN(C)C=O>[C:22]([CH2:21][S:20][C:11]1[CH:10]=[CH:9][C:3]([C:4]([O:6][CH2:7][CH3:8])=[O:5])=[C:2]([Cl:1])[CH:12]=1)([OH:24])=[O:23] |f:1.2.3|. Procedure details: A mixture containing ethyl 2,4-dichlorobenzoate (10.0 g), potassium carbonate (9.44 g), dimethylformamide (50 ml), and mercaptoacetic acid (3.8 ml) was allowed to react with heat at 80° C. for 4 hours.